From a dataset of the Open Reaction Database (ORD), a public repository of structured organic reaction records. describe an organic reaction: reactants, conditions, products, and yield The reactants are O.O.O.O.O.[OH-].C[N+](C)(C)C (tetramethylammonium hydroxide pentahydrate), CN(C)C=O (DMF), C(C)(=O)O (acetic acid), C(C)OC(=O)C1=CC=C(C=C1)C1=CC=C(C=C1)OCCCCCCCCCCCCBr (4'-(12-bromododecyloxy)biphenyl-4-carboxylic acid ethyl ester). Run in CCOCC (ether). Conditions: time 1 hour. The product is C(C)OC(=O)C1=CC=C(C=C1)C1=CC=C(C=C1)OCCCCCCCCCCCCOC(C)=O (4'-(12-acetyloxydodecyloxy)biphenyl-4-carboxylic acid ethyl ester). The yield is 66.9%. Reaction SMILES: O.O.O.O.O.[OH-].C[N+](C)(C)C.CN(C=O)C.[C:17]([OH:20])(=[O:19])[CH3:18].[CH2:21]([O:23][C:24]([C:26]1[CH:31]=[CH:30][C:29]([C:32]2[CH:37]=[CH:36][C:35]([O:38][CH2:39][CH2:40][CH2:41][CH2:42][CH2:43][CH2:44][CH2:45][CH2:46][CH2:47][CH2:48][CH2:49][CH2:50]Br)=[CH:34][CH:33]=2)=[CH:28][CH:27]=1)=[O:25])[CH3:22]>CCOCC>[CH2:21]([O:23][C:24]([C:26]1[CH:31]=[CH:30][C:29]([C:32]2[CH:37]=[CH:36][C:35]([O:38][CH2:39][CH2:40][CH2:41][CH2:42][CH2:43][CH2:44][CH2:45][CH2:46][CH2:47][CH2:48][CH2:49][CH2:50][O:20][C:17](=[O:19])[CH3:18])=[CH:34][CH:33]=2)=[CH:28][CH:27]=1)=[O:25])[CH3:22] |f:0.1.2.3.4.5.6|. Reported procedure: 60 m moles(10.9 g) of tetramethylammonium hydroxide pentahydrate was added to a DMF solution of 60 m moles(3.6 g) of acetic acid, and stirred for one hour, then 50 m moles(24.5 g) of the above 4'-(12-bromododecyloxy)biphenyl-4-carboxylic acid ethyl ester was added thereto, and stirred for 12 hours. After the reaction, the reaction solution was ether extracted. The extrate was concentrated, and then purified by column chromatography, to obtain 15.7 g of 4'-(12-acetyloxydodecyloxy)biphenyl-4-carbo... The reactants are COC1=C(C=C(C=C1)C(F)(F)F)C=1C=2N(C=CC1)N=C(N2)NC=2C=C1CCNCC1=CC2 ([8-(2-methoxy-5-trifluoromethyl-phenyl)-[1,2,4]-triazolo[1,5-a]pyridin-2-yl]-(1,2,3,4-tetrahydro-isoquinolin-6-yl)-amine), ClCC(=O)N(C)C (2-chloro-N,N-dimethyl-acetamide). Yields the product COC1=C(C=C(C=C1)C(F)(F)F)C=1C=2N(C=CC1)N=C(N2)NC=2C=C1CCN(CC1=CC2)CC(=O)N(C)C (2-{6-[8-(2-Methoxy-5-trifluoromethyl-phenyl)-[1,2,4]-triazolo[1,5-a]pyridin-2-ylamino]-3,4-dihydro-1H-isoquinolin-2-yl}-N,N-dimethyl-acetamide), product. Yield: 34.0%. Reaction SMILES: [CH3:1][O:2][C:3]1[CH:8]=[CH:7][C:6]([C:9]([F:12])([F:11])[F:10])=[CH:5][C:4]=1[C:13]1[C:14]2[N:15]([N:19]=[C:20]([NH:22][C:23]3[CH:24]=[C:25]4[C:30](=[CH:31][CH:32]=3)[CH2:29][NH:28][CH2:27][CH2:26]4)[N:21]=2)[CH:16]=[CH:17][CH:18]=1.Cl[CH2:34][C:35]([N:37]([CH3:39])[CH3:38])=[O:36]>>[CH3:1][O:2][C:3]1[CH:8]=[CH:7][C:6]([C:9]([F:12])([F:10])[F:11])=[CH:5][C:4]=1[C:13]1[C:14]2[N:15]([N:19]=[C:20]([NH:22][C:23]3[CH:24]=[C:25]4[C:30](=[CH:31][CH:32]=3)[CH2:29][N:28]([CH2:34][C:35]([N:37]([CH3:39])[CH3:38])=[O:36])[CH2:27][CH2:26]4)[N:21]=2)[CH:16]=[CH:17][CH:18]=1. Procedure: 2-{6-[8-(2-Methoxy-5-trifluoromethyl-phenyl)-[1,2,4]-triazolo[1,5-a]pyridin-2-ylamino]-3,4-dihydro-1H-isoquinolin-2-yl}-N,N-dimethyl-acetamide was prepared from [8-(2-methoxy-5-trifluoromethyl-phenyl)-[1,2,4]-triazolo[1,5-a]pyridin-2-yl]-(1,2,3,4-tetrahydro-isoquinolin-6-yl)-amine (0.150 g, 0.341 mmol) and 2-chloro-N,N-dimethyl-acetamide (0.053 mL, 0.512 mmol) in a manner analogous to Example 313 to give product (0.060 g, 34%). MP=99-102° C. 1H NMR (400 MHz, (D3C)2SO, δ, ppm): 9.51 (s, 1H), 8.79... The reactants are O1COC2=C1C=CC(=C2)C2CCC(CC2)=O (4-(1,3-Benzodioxol-5-yl)cyclohexanone), FC1=C(CC2CCNCC2)C=C(C=C1)OC (4-(2-fluoro-5-methoxybenzyl)piperidine). The product is O1COC2=C1C=CC(=C2)[C@@H]2CC[C@H](CC2)N2CCC(CC2)CC2=C(C=CC(=C2)OC)F (Trans 1-[4-(1,3-benzodioxol-5-yl)-1-cyclohexyl]-4-[(2-fluoro-5-methoxyphenyl)methyl]piperidine). Yield: 31.0%. RXN SMILES: [O:1]1[C:5]2[CH:6]=[CH:7][C:8]([CH:10]3[CH2:15][CH2:14][C:13](=O)[CH2:12][CH2:11]3)=[CH:9][C:4]=2[O:3][CH2:2]1.[F:17][C:18]1[CH:30]=[CH:29][C:28]([O:31][CH3:32])=[CH:27][C:19]=1[CH2:20][CH:21]1[CH2:26][CH2:25][NH:24][CH2:23][CH2:22]1>>[O:1]1[C:5]2[CH:6]=[CH:7][C:8]([C@H:10]3[CH2:15][CH2:14][C@H:13]([N:24]4[CH2:23][CH2:22][CH:21]([CH2:20][C:19]5[CH:27]=[C:28]([O:31][CH3:32])[CH:29]=[CH:30][C:18]=5[F:17])[CH2:26][CH2:25]4)[CH2:12][CH2:11]3)=[CH:9][C:4]=2[O:3][CH2:2]1. Procedure details: 4-(1,3-Benzodioxol-5-yl)cyclohexanone and 4-(2-fluoro-5-methoxybenzyl)piperidine were reacted as described in in example 9 to give the product (31%, mp: 89°-91° C.). Calc'd for C25H29F2NO2 : C, 72.61%; H, 7.07%; N, 3.39%. Found: C, 72.66%; H, 7.07%; N, 3.30%. The reactants are CCOC(=O)C(C)(C)Oc1ccc(CN)c(Cl)c1, CCCC(C)(Br)C(=O)[O-], O=C(O)c1cnc(-c2ccc(C(F)(F)F)cc2)nc1C1CC1, O=Cc1ccc(O)cc1Cl. Yields the product CCOC(=O)C(C)(C)Oc1ccc(CNC(=O)c2cnc(-c3ccc(C(F)(F)F)cc3)nc2C2CC2)c(Cl)c1. Reaction SMILES: [CH2:1]([CH3:2])[O:3][C:4]([C:5]([CH3:6])([CH3:7])[O:8][c:9]1[cH:10][c:11]([Cl:17])[c:12]([CH2:15][NH2:16])[cH:13][cH:14]1)=[O:18].[CH2:29]([CH2:30][C:31]([Br:32])([CH3:33])[C:34]([O-:35])=[O:36])[CH3:37].[CH:38]1([c:41]2[n:42][c:43](-[c:50]3[cH:51][cH:52][c:53]([C:56]([F:57])([F:58])[F:59])[cH:54][cH:55]3)[n:44][cH:45][c:46]2[C:47](=[O:48])[OH:49])[CH2:39][CH2:40]1.[Cl:19][c:20]1[cH:21][c:22]([OH:23])[cH:24][cH:25][c:26]1[CH:27]=[O:28]>>[CH2:1]([CH3:2])[O:3][C:4]([C:5]([CH3:6])([CH3:7])[O:8][c:9]1[cH:10][c:11]([Cl:17])[c:12]([CH2:15][NH:16][C:47]([c:46]2[c:41]([CH:38]3[CH2:39][CH2:40]3)[n:42][c:43](-[c:50]3[cH:51][cH:52][c:53]([C:56]([F:57])([F:58])[F:59])[cH:54][cH:55]3)[n:44][cH:45]2)=[O:48])[cH:13][cH:14]1)=[O:18]. Starting materials: O=C[C@H](O)[C@@H](O)[C@H](O)[C@H](O)CO (D-glucose), OCCNCCN (N-(β-hydroxyethyl)-ethylenediamine). The product is OCCNCCNC[C@H](O)[C@@H](O)[C@H](O)[C@H](O)CO (N-[2-(β-hydroxyethyl-amino)-ethyl]-glucamine). RXN SMILES: O=[CH:2][C@@H:3]([C@H:5]([C@@H:7]([C@@H:9]([CH2:11][OH:12])[OH:10])[OH:8])[OH:6])[OH:4].[OH:13][CH2:14][CH2:15][NH:16][CH2:17][CH2:18][NH2:19]>>[OH:13][CH2:14][CH2:15][NH:16][CH2:17][CH2:18][NH:19][CH2:2][C@@H:3]([C@H:5]([C@@H:7]([C@@H:9]([CH2:11][OH:12])[OH:10])[OH:8])[OH:6])[OH:4]. Procedure details: The product was made from D-glucose and N-(β-hydroxyethyl)-ethylenediamine comparable as in Example A. A wax-like, colorless product was obtained. The reactants are C1(=CC=CC=C1)N1N=C2C(N=CN=C2S)=C1O (2-phenyl-3-hydroxy-7-mercapto-pyrazolo [4,3-d]pyrimidine), C(O)([O-])=O.[K+] (potassium hydrogen carbonate), BrCC(=O)OCC (ethyl bromoacetate). Run in C(C)O (ethanol). Run at temperature 80 celsius, time 2 hour. Yields the product C1(=CC=CC=C1)N1N=C2C(N=CN=C2SCC(=O)OCC)=C1O (2-Phenyl-3-hydroxy-7-ethoxycarbonylmethylthio-pyrazolo[4,3-d]pyrimidine). Reaction SMILES: [C:1]1([N:7]2[C:16]([OH:17])=[C:10]3[N:11]=[CH:12][N:13]=[C:14]([SH:15])[C:9]3=[N:8]2)[CH:6]=[CH:5][CH:4]=[CH:3][CH:2]=1.C(=O)([O-])O.[K+].Br[CH2:24][C:25]([O:27][CH2:28][CH3:29])=[O:26]>C(O)C>[C:1]1([N:7]2[C:16]([OH:17])=[C:10]3[N:11]=[CH:12][N:13]=[C:14]([S:15][CH2:24][C:25]([O:27][CH2:28][CH3:29])=[O:26])[C:9]3=[N:8]2)[CH:2]=[CH:3][CH:4]=[CH:5][CH:6]=1 |f:1.2|. Procedure details: 1.22 g of 2-phenyl-3-hydroxy-7-mercapto-pyrazolo [4,3-d]pyrimidine was suspended in 100 ml of ethanol, and 0.5 g of potassium hydrogen carbonate was added. While heating the mixture at 80° C., 1 g of ethyl bromoacetate was dropwise added, and the heating and reaction were continued for further 2 hours. Then, the solvent was distilled off. Water was added to the residue, and the residue was dissolved. The solution was acidified with hydrochloric acid, and the precipitated crystals were extracted ...